This data is from the Open Reaction Database (ORD), a public repository of structured organic reaction records. The task is: describe an organic reaction: reactants, conditions, products, and yield Starting materials: Cl.N1(CCNCC1)C(=O)C1=C(C=CC=C1)C(F)(F)F (piperazine-1-yl-(2-trifluoromethyl-phenyl)-methanone hydrochloride), CCN(C(C)C)C(C)C (DIPEA), O1C(=CC=C1)C(=O)NCC(=O)O ([(furan-2-carbonyl)-amino]-acetic acid), C=1C=CC2=C(C1)N=NN2O (HOBT), CCN=C=NCCCN(C)C.Cl (EDCI.HCl). The solvent is O (Water), CN(C)C=O (DMF). Reaction conditions: time 8 hour. Product: O=C(CNC(=O)C=1OC=CC1)N1CCN(CC1)C(C1=C(C=CC=C1)C(F)(F)F)=O (furan-2-carboxylic acid {2-oxo-2-[4-(2-trifluoromethyl-benzoyl)-piperazine-1-yl]-ethyl}-amide). Yield: 33.0%. RXN SMILES: CCN(C(C)C)C(C)C.[O:10]1[CH:14]=[CH:13][CH:12]=[C:11]1[C:15]([NH:17][CH2:18][C:19]([OH:21])=O)=[O:16].C1C=CC2N(O)N=NC=2C=1.CCN=C=NCCCN(C)C.Cl.Cl.[N:45]1([C:51]([C:53]2[CH:58]=[CH:57][CH:56]=[CH:55][C:54]=2[C:59]([F:62])([F:61])[F:60])=[O:52])[CH2:50][CH2:49][NH:48][CH2:47][CH2:46]1>CN(C=O)C.O>[O:21]=[C:19]([N:48]1[CH2:49][CH2:50][N:45]([C:51](=[O:52])[C:53]2[CH:58]=[CH:57][CH:56]=[CH:55][C:54]=2[C:59]([F:62])([F:60])[F:61])[CH2:46][CH2:47]1)[CH2:18][NH:17][C:15]([C:11]1[O:10][CH:14]=[CH:13][CH:12]=1)=[O:16] |f:3.4,5.6|. Procedure: DIPEA (0.143 mL, 0.83 mmol) was added to a stirred solution of [(furan-2-carbonyl)-amino]-acetic acid (40 mg, 0.24 mmol) in DMF (1 mL). HOBT (38 mg, 0.28 mmol), EDCI.HCl (54 mg, 0.28 mmol) were added, followed by the addition of piperazine-1-yl-(2-trifluoromethyl-phenyl)-methanone hydrochloride (0.2602 mmol) at room temperature. The resulting mixture was stirred at room temperature overnight. Water was then added, and the product was extracted with EtOAc. The organic layer was washed with brine,... The reactants are ICCCCC(=O)OC (methyl δ-iodovalerate), ClCCCCC(=O)OC (methyl δ-chlorovalerate), [I-].[Na+] (sodium iodide), N1CCCCC1 (piperidine), ICCCCC(=O)OC (methyl δ-iodovalerate). Run in CC(=O)C (acetone), C1=CC=CC=C1 (benzene). Yields the product N1(CCCCC1)CCCCC(=O)OC (methyl δ-piperidinovalerate). Reaction SMILES: Cl[CH2:2][CH2:3][CH2:4][CH2:5][C:6]([O:8][CH3:9])=[O:7].[I-].[Na+].ICCCCC(OC)=O.[NH:21]1[CH2:26][CH2:25][CH2:24][CH2:23][CH2:22]1>C1C=CC=CC=1.CC(C)=O>[N:21]1([CH2:2][CH2:3][CH2:4][CH2:5][C:6]([O:8][CH3:9])=[O:7])[CH2:26][CH2:25][CH2:24][CH2:23][CH2:22]1 |f:1.2|. Reported procedure: A mixture of 0.167 mole of methyl δ-chlorovalerate and 0.25 mole of sodium iodide in 120 ml. of acetone is stirred and heated at reflux for 16 hours. After cooling the mixture, a solid is removed by suction filtration, and the acetone is distilled off using a rotary evaporator. The residue is dissolved in 300 ml. of diethyl ether, and additional solid is removed by filtration. The ethereal solution is washed twice with a 10% sodium thiosulfate solution, one with water and dried over sodium sulfa... Starting materials: CCO, [Cl-], CCOC(=O)COc1cc(Oc2ccc(CN(Cc3ccccc3F)c3cccc([N+](=O)[O-])c3C)cc2)ccc1Cl, [Fe], [NH4+], O. Product: CCOC(=O)COc1cc(Oc2ccc(CN(Cc3ccccc3F)c3cccc(N)c3C)cc2)ccc1Cl. RXN SMILES: [CH3:44][CH2:45][OH:46].[Cl-:42].[Cl:1][c:2]1[c:3]([O:4][CH2:5][C:6](=[O:7])[O:8][CH2:9][CH3:10])[cH:11][c:12]([O:15][c:16]2[cH:17][cH:18][c:19]([CH2:22][N:23]([c:24]3[c:25]([CH3:33])[c:26]([N+:30]([O-:31])=[O:32])[cH:27][cH:28][cH:29]3)[CH2:34][c:35]3[c:36]([F:41])[cH:37][cH:38][cH:39][cH:40]3)[cH:20][cH:21]2)[cH:13][cH:14]1.[Fe:48].[NH4+:43].[OH2:47]>>[Cl:1][c:2]1[c:3]([O:4][CH2:5][C:6](=[O:7])[O:8][CH2:9][CH3:10])[cH:11][c:12]([O:15][c:16]2[cH:17][cH:18][c:19]([CH2:22][N:23]([c:24]3[c:25]([CH3:33])[c:26]([NH2:30])[cH:27][cH:28][cH:29]3)[CH2:34][c:35]3[c:36]([F:41])[cH:37][cH:38][cH:39][cH:40]3)[cH:20][cH:21]2)[cH:13][cH:14]1. Reactants: CC(C)([O-])C.[Na+] (Sodium t-butoxide), C[C@H](CCC)O ((R)-2-pentanol), ClC1=NC(=C2N=CN(C2=N1)C1OCCCC1)N (2-Chloro-9-(tetrahydro-2H-pyran-2-yl)-9H-purin-6-amine). Conditions: temperature 50 celsius. Product: C[C@H](CCC)OC1=NC(=C2N=CN(C2=N1)C1OCCCC1)N (2-{[(1R)-1-Methylbutyl]oxy}-9-(tetrahydro-2H-pyran-2-yl)-9H-purin-6-amine). Reaction SMILES: CC(C)([O-])C.[Na+].Cl[C:8]1[N:16]=[C:15]2[C:11]([N:12]=[CH:13][N:14]2[CH:17]2[CH2:22][CH2:21][CH2:20][CH2:19][O:18]2)=[C:10]([NH2:23])[N:9]=1.[CH3:24][C@@H:25]([OH:29])[CH2:26][CH2:27][CH3:28]>>[CH3:24][C@@H:25]([O:29][C:8]1[N:16]=[C:15]2[C:11]([N:12]=[CH:13][N:14]2[CH:17]2[CH2:22][CH2:21][CH2:20][CH2:19][O:18]2)=[C:10]([NH2:23])[N:9]=1)[CH2:26][CH2:27][CH3:28] |f:0.1|. Procedure: Sodium t-butoxide (27.3 g, 284 mmol) was added portionwise to (R)-2-pentanol (140 ml) at room temperature, the mixture was stirred until homogeneous. 2-Chloro-9-(tetrahydro-2H-pyran-2-yl)-9H-purin-6-amine (18.0 g, 71.0 mmol) was added and the reaction mixture heated at 50° C. for 160 hours. The reaction was cooled to room temperature and partitioned between ethyl acetate (500 ml) and water (500 ml). The organic phase was washed with saturated sodium chloride solution (100 ml), dried (MgSO4), fil...